Dataset: the Open Reaction Database (ORD), a public repository of structured organic reaction records. Task: describe an organic reaction: reactants, conditions, products, and yield Starting materials: NC=1C=C(C(=O)O)C=CC1N1C(CCCC1)C (3-amino-4-(2-methylpiperidin-1-yl)benzoic acid), N1=CC=CC=C1 (pyridine), C(C)(=O)Cl (acetyl chloride). The solvent is C(Cl)Cl (DCM). Conditions: temperature 40 celsius, time 5 hour. Product: C(C)(=O)NC=1C=C(C(=O)O)C=CC1N1C(CCCC1)C (3-(acetylamino)-4-(2-methylpiperidin-1-yl)benzoic acid). The yield is 80.0%. RXN SMILES: [NH2:1][C:2]1[CH:3]=[C:4]([CH:8]=[CH:9][C:10]=1[N:11]1[CH2:16][CH2:15][CH2:14][CH2:13][CH:12]1[CH3:17])[C:5]([OH:7])=[O:6].N1C=CC=CC=1.[C:24](Cl)(=[O:26])[CH3:25]>C(Cl)Cl>[C:24]([NH:1][C:2]1[CH:3]=[C:4]([CH:8]=[CH:9][C:10]=1[N:11]1[CH2:16][CH2:15][CH2:14][CH2:13][CH:12]1[CH3:17])[C:5]([OH:7])=[O:6])(=[O:26])[CH3:25]. Procedure: To a suspension of 3-amino-4-(2-methylpiperidin-1-yl)benzoic acid obtained in step 2 (100 mg; 0.43 mmol) in pyridine (69.04 μL, 0.85 mmol) and DCM (4 mL), was added acetyl chloride (36.42 μL; 0.51 mmol). The reaction mixture was then stirred at 40° C. for 5 h after which solvents were evaporated under vacuum, solid residue was triturated with ethylacetate and re-evaporated. Finally, water was added to the reaction mixture which was sonicated, filtered, dried under vacuum to give the title compou...